From a dataset of the Open Reaction Database (ORD), a public repository of structured organic reaction records. describe an organic reaction: reactants, conditions, products, and yield Starting materials: BrCCCCCCCCCCCBr, COc1ccc(C(C#N)Sc2ccc(C)cc2)cc1OC, [H-], [Na+], C1CCOC1. Product: COc1ccc(C(C#N)(CCCCCCCCCCCBr)Sc2ccc(C)cc2)cc1OC. Reaction SMILES: [Br:24][CH2:25][CH2:26][CH2:27][CH2:28][CH2:29][CH2:30][CH2:31][CH2:32][CH2:33][CH2:34][CH2:35][Br:36].[CH3:1][O:2][c:3]1[cH:4][c:5]([CH:11]([C:12]#[N:13])[S:14][c:15]2[cH:16][cH:17][c:18]([CH3:21])[cH:19][cH:20]2)[cH:6][cH:7][c:8]1[O:9][CH3:10].[H-:22].[Na+:23].[O:37]1[CH2:38][CH2:39][CH2:40][CH2:41]1>>[CH3:1][O:2][c:3]1[cH:4][c:5]([C:11]([C:12]#[N:13])([S:14][c:15]2[cH:16][cH:17][c:18]([CH3:21])[cH:19][cH:20]2)[CH2:35][CH2:34][CH2:33][CH2:32][CH2:31][CH2:30][CH2:29][CH2:28][CH2:27][CH2:26][CH2:25][Br:24])[cH:6][cH:7][c:8]1[O:9][CH3:10]. The reactants are CO, CCOC(=O)Cc1ccc2c(c1)C(=O)c1ccccc1CN2, O. The product is O=C(O)Cc1ccc2c(c1)C(=O)c1ccccc1CN2. Reaction SMILES: [CH3:23][OH:24].[O:1]=[C:2]1[c:3]2[c:4]([cH:13][cH:14][c:15]([CH2:17][C:18](=[O:19])[O:20][CH2:21][CH3:22])[cH:16]2)[NH:5][CH2:6][c:7]2[c:8]1[cH:9][cH:10][cH:11][cH:12]2.[OH2:25]>>[O:1]=[C:2]1[c:3]2[c:4]([cH:13][cH:14][c:15]([CH2:17][C:18](=[O:19])[OH:20])[cH:16]2)[NH:5][CH2:6][c:7]2[c:8]1[cH:9][cH:10][cH:11][cH:12]2.